This data is from the Open Reaction Database (ORD), a public repository of structured organic reaction records. The task is: describe an organic reaction: reactants, conditions, products, and yield The reactants are ClCCl, Cl, CC(=O)Nc1nc(CCc2ccc(COC(=O)NNC(=O)OC(C)(C)C)cc2)cs1, C1COCCO1. The product is Cl, CC(=O)Nc1nc(CCc2ccc(COC(=O)NN)cc2)cs1. Reaction SMILES: [Cl:38][CH2:39][Cl:40].[ClH:37].[NH:1]([NH:2][C:3]([O:4][C:5]([CH3:6])([CH3:7])[CH3:8])=[O:9])[C:10](=[O:11])[O:12][CH2:13][c:14]1[cH:15][cH:16][c:17]([CH2:20][CH2:21][c:22]2[n:23][c:24]([NH:27][C:28]([CH3:29])=[O:30])[s:25][cH:26]2)[cH:18][cH:19]1.[O:31]1[CH2:32][CH2:33][O:34][CH2:35][CH2:36]1>>[ClH:37].[NH:1]([NH2:2])[C:10](=[O:11])[O:12][CH2:13][c:14]1[cH:15][cH:16][c:17]([CH2:20][CH2:21][c:22]2[n:23][c:24]([NH:27][C:28]([CH3:29])=[O:30])[s:25][cH:26]2)[cH:18][cH:19]1. Yield: 33.0%. The reactants are C1(CCCC1)\C=N\[S@](=O)C(C)(C)C ((R,E)-N-(cyclopentylmethylene)-2-methylpropane-2-sulfinamide), BrC1=NC=CC=C1 (2-bromopyridine), C(C)(C)[Mg]Cl (i-PrMgCl), [Li+].[Cl-] (LiCl). Procedure details: A solution of 2-bromopyridine (11.8 mL, 19.5 g, 123.5 mmolin dry THF (50 mL) was added carefully to i-PrMgCl.LiCl (1.3 M in THF, 95.0 mL, 123.5 mmol). The resulting solution was stirred at rt for 3 h after which it was added dropwise, over 45 min, to a −48° C. solution of (R,E)-N-(cyclopentylmethylene)-2-methylpropane-2-sulfinamide (19.1 g, 95.0 mmol) in dry CH2Cl2 (250 mL). The resulting mixture was stirred at −48° C. for 1 h before being allowed to slowly warm up to rt over 16 h. The reaction ... Yields the product C1(CCCC1)[C@H](NS(=O)C(C)(C)C)C1=NC=CC=C1 ((RS)—N—((S)-Cyclopentyl(pyridin-2-yl)methyl)-2-methylpropane-2-sulfinamide). The solvent is C(Cl)Cl (CH2Cl2), C1CCOC1 (THF). Conditions: time 3 hour. As a reaction SMILES: Br[C:2]1[CH:7]=[CH:6][CH:5]=[CH:4][N:3]=1.C([Mg]Cl)(C)C.[Li+].[Cl-].[CH:15]1(/[CH:20]=[N:21]/[S@@:22]([C:24]([CH3:27])([CH3:26])[CH3:25])=[O:23])[CH2:19][CH2:18][CH2:17][CH2:16]1>C(Cl)Cl.C1COCC1>[CH:15]1([C@@H:20]([C:2]2[CH:7]=[CH:6][CH:5]=[CH:4][N:3]=2)[NH:21][S:22]([C:24]([CH3:27])([CH3:26])[CH3:25])=[O:23])[CH2:16][CH2:17][CH2:18][CH2:19]1 |f:2.3|. The reactants are C(N)(=O)CN1CCN(CCC1)C(=O)[C@H]1N(C[C@H](C1)SC=1[C@@H]([C@H]2N(C1C(=O)OCC1=CC=C(C=C1)[N+](=O)[O-])C([C@@H]2[C@@H](C)O)=O)C)C(=O)OCC2=CC=C(C=C2)[N+](=O)[O-] (4-nitrobenzyl (1R, 5S, 6S)-2-[(2S, 4S)-2-(4-carbamoylmethyl-1-homopiperazinylcarbonyl)-1-(4-nitrobenzyloxycarbonyl)pyrrolidin-4-ylthio]-6-[(1R)-1-hydroxyethyl]-1-methyl-1-carbapen-2-em-3-carboxylate), Cl (hydrochloric acid). Solvent: O1CCCC1 (tetrahydrofuran), O (water). The product is Cl.C(N)(=O)CN1CCN(CCC1)C(=O)[C@H]1NC[C@H](C1)SC=1[C@@H]([C@H]2N(C1C(=O)O)C([C@@H]2[C@@H](C)O)=O)C ((1R, 5S, 6S)-2-[(2S, 4S)-2-(4-Carbamoylmethyl-1-homopiperazinylcarbonyl)pyrrolidin-4-ylthio]-6-[(1R)-1-hydroxyethyl]-1-methyl-1-carbapen-2-em-3-carboxylic acid hydrochloride). RXN SMILES: [C:1]([CH2:4][N:5]1[CH2:11][CH2:10][CH2:9][N:8]([C:12]([C@@H:14]2[CH2:18][C@H:17]([S:19][C:20]3[C@H:21]([CH3:44])[C@@H:22]4[C@@H:39]([C@H:40]([OH:42])[CH3:41])[C:38](=[O:43])[N:23]4[C:24]=3[C:25]([O:27]CC3C=CC([N+]([O-])=O)=CC=3)=[O:26])[CH2:16][N:15]2C(OCC2C=CC([N+]([O-])=O)=CC=2)=O)=[O:13])[CH2:7][CH2:6]1)(=[O:3])[NH2:2].[ClH:58]>O1CCCC1.O>[ClH:58].[C:1]([CH2:4][N:5]1[CH2:11][CH2:10][CH2:9][N:8]([C:12]([C@@H:14]2[CH2:18][C@H:17]([S:19][C:20]3[C@H:21]([CH3:44])[C@@H:22]4[C@@H:39]([C@H:40]([OH:42])[CH3:41])[C:38](=[O:43])[N:23]4[C:24]=3[C:25]([OH:27])=[O:26])[CH2:16][NH:15]2)=[O:13])[CH2:7][CH2:6]1)(=[O:3])[NH2:2] |f:4.5|. Procedure details: 200 mg of 4-nitrobenzyl (1R, 5S, 6S)-2-[(2S, 4S)-2-(4-carbamoylmethyl-1-homopiperazinylcarbonyl)-1-(4-nitrobenzyloxycarbonyl)pyrrolidin-4-ylthio]-6-[(1R)-1-hydroxyethyl]-1-methyl-1-carbapen-2-em-3-carboxylate [prepared as described in step (a) above] were dissolved in 20 ml of a 1:1 by volume mixture of tetrahydrofuran and water, after which 0.18 ml of 1N aqueous hydrochloric acid were added to the mixture, which was then hydrogenated by bubbling hydrogen through it at room temperature for 2 hou... Reactants: ClC1=NC(=C2N=CN(C2=N1)C1CCCC1)Cl (2,6-dichloro-9-cyclopentylpurine), Cl.FC(CN)(F)F (2,2,2-trifluoroethylamine hydrochloride). The solvent is C(C)N(CC)CC (triethylamine). The product is ClC1=NC(=C2N=CN(C2=N1)C1CCCC1)NCC(F)(F)F (2-Chloro-6-[2,2,2-trifluoroethylamino]-9-cyclopentylpurine). Reaction SMILES: [Cl:1][C:2]1[N:10]=[C:9]2[C:5]([N:6]=[CH:7][N:8]2[CH:11]2[CH2:15][CH2:14][CH2:13][CH2:12]2)=[C:4](Cl)[N:3]=1.Cl.[F:18][C:19]([F:23])([F:22])[CH2:20][NH2:21]>C(N(CC)CC)C>[Cl:1][C:2]1[N:10]=[C:9]2[C:5]([N:6]=[CH:7][N:8]2[CH:11]2[CH2:15][CH2:14][CH2:13][CH2:12]2)=[C:4]([NH:21][CH2:20][C:19]([F:23])([F:22])[F:18])[N:3]=1 |f:1.2|. Procedure details: 2-Chloro-6-[2,2,2-trifluoroethylamino]-9-cyclopentylpurine is prepared from 2,6-dichloro-9-cyclopentylpurine, 2,2,2-trifluoroethylamine hydrochloride, and triethylamine essentially as described above in Example 1, Scheme A, step b. The reactants are CC(=O)O, CC[Si](CC)(CC)OCCNc1cnc(NC(=O)C(CC2CCCC2)c2ccc(S(C)(=O)=O)c(Cl)c2)cn1, C1CCOC1, O. Product: CS(=O)(=O)c1ccc(C(CC2CCCC2)C(=O)Nc2cnc(NCCO)cn2)cc1Cl. Reaction SMILES: [CH3:39][C:40](=[O:41])[OH:42].[Cl:1][c:2]1[cH:3][c:4]([CH:12]([C:13](=[O:14])[NH:15][c:16]2[n:17][cH:18][c:19]([NH:22][CH2:23][CH2:24][O:25][Si:26]([CH2:27][CH3:28])([CH2:29][CH3:30])[CH2:31][CH3:32])[n:20][cH:21]2)[CH2:33][CH:34]2[CH2:35][CH2:36][CH2:37][CH2:38]2)[cH:5][cH:6][c:7]1[S:8](=[O:9])(=[O:10])[CH3:11].[O:43]1[CH2:44][CH2:45][CH2:46][CH2:47]1.[OH2:48]>>[Cl:1][c:2]1[cH:3][c:4]([CH:12]([C:13](=[O:14])[NH:15][c:16]2[n:17][cH:18][c:19]([NH:22][CH2:23][CH2:24][OH:25])[n:20][cH:21]2)[CH2:33][CH:34]2[CH2:35][CH2:36][CH2:37][CH2:38]2)[cH:5][cH:6][c:7]1[S:8](=[O:9])(=[O:10])[CH3:11].